This data is from the Open Reaction Database (ORD), a public repository of structured organic reaction records. The task is: describe an organic reaction: reactants, conditions, products, and yield Starting materials: C(O)([O-])=O.[K+] (Potassium hydrogen carbonate), BrCC#N (bromoacetonitrile), COC=1C=CC2=C(NCC(O2)C2=CC=CC=C2)C1 (6-Methoxy-2-phenyl-3,4-dihydro-2H-1,4-benzoxazine), O (water). Reagents/catalysts: [Br-].C(CCC)[N+](CCCC)(CCCC)CCCC (tetrabutylammonium bromide). Reaction conditions: temperature 70 celsius, time 16 hour. The product is COC=1C=CC2=C(N(CC(O2)C2=CC=CC=C2)CC#N)C1 (2-(6-Methoxy-2-phenyl-2,3-dihydro-4H-1,4-benzoxazin-4-yl)acetonitrile). As a reaction SMILES: [CH3:1][O:2][C:3]1[CH:4]=[CH:5][C:6]2[O:11][CH:10]([C:12]3[CH:17]=[CH:16][CH:15]=[CH:14][CH:13]=3)[CH2:9][NH:8][C:7]=2[CH:18]=1.O.C(=O)([O-])O.[K+].Br[CH2:26][C:27]#[N:28]>[Br-].C([N+](CCCC)(CCCC)CCCC)CCC>[CH3:1][O:2][C:3]1[CH:4]=[CH:5][C:6]2[O:11][CH:10]([C:12]3[CH:17]=[CH:16][CH:15]=[CH:14][CH:13]=3)[CH2:9][N:8]([CH2:26][C:27]#[N:28])[C:7]=2[CH:18]=1 |f:2.3,5.6|. Reported procedure: The compound obtained in Step C (1.5 g; 6.22 mmol) is suspended in 25 ml of water (4 ml/1 mmol). Potassium hydrogen carbonate (10 eq.; 62.2 mmol; 5.22 g), tetrabutylammonium bromide (0.05 eq.; 0.31 mmol; 100 mg) and bromoacetonitrile (8 eq.; 49.7 mmol; 3.46 ml) are then added. The mixture is stirred vigorously at 70° C. for 16 hours. After returning to ambient temperature, the product formed is extracted with dichloromethane. The organic phase is dried over MgSO4, filtered, and then concentrated...